Dataset: the Open Reaction Database (ORD), a public repository of structured organic reaction records. Task: describe an organic reaction: reactants, conditions, products, and yield Starting materials: COC1=C(C=CC=C1)CCCCCCC1=C(C=CC=C1)OC (1,6-bis(methoxyphenyl)hexane), Br (hydrobromic acid), C(C)(=O)O (acetic acid), O (water). The product is OC1=CC=C(C=C1)CCCCCCC1=CC=C(C=C1)O (1,6-bis(4-hydroxyphenyl)hexane). The yield is 97.9%. As a reaction SMILES: CO[C:3]1[CH:8]=[CH:7][CH:6]=[CH:5][C:4]=1[CH2:9][CH2:10][CH2:11][CH2:12][CH2:13][CH2:14][C:15]1[CH:20]=CC=[CH:17][C:16]=1OC.Br.[C:24]([OH:27])(=O)[CH3:25].[OH2:28]>>[OH:28][C:7]1[CH:6]=[CH:5][C:4]([CH2:9][CH2:10][CH2:11][CH2:12][CH2:13][CH2:14][C:15]2[CH:20]=[CH:25][C:24]([OH:27])=[CH:17][CH:16]=2)=[CH:3][CH:8]=1. Reported procedure: 64.0 g (0.21 mole) of 1,6-bis(methoxyphenyl)hexane, 107.4 g of 48% hydrobromic acid and 281.2 g of pure acetic acid are put into a flask and the thick suspension is slowly heated to gentle reflux. The clear solution so obtained is then refluxed overnight. After cooling to room temperature, the slightly brownish red solution is stirred into 3 liters of water. The precipitate is isolated by filtration, washed with water until neutral and dried in vacuo at 70°-80° C., affording 55.6 g (97.9% of the... The reactants are ClC(C(F)(F)N(CC)CC)F (N-(2-chloro-1,1,2-trifluoroethyl) diethylamine), S1C(=CC=C1)CC(=O)NC1[C@@H]2N(C(=C(CS2)O)C(=O)OCC2=CC=C(C=C2)[N+](=O)[O-])C1=O (p-nitrobenzyl 7-[2-(2-thienyl)acetamido]-3-hydroxy-3-cephem-4-carboxylate). Run in C(Cl)Cl (methylene chloride). Yields the product S1C(=CC=C1)CC(=O)NC1[C@@H]2N(C(=C(CS2)F)C(=O)O)C1=O (7-[2-(2-Thienyl)acetamido]-3-fluoro-3-cephem-4-carboxylic acid). RXN SMILES: [S:1]1[CH:5]=[CH:4][CH:3]=[C:2]1[CH2:6][C:7]([NH:9][CH:10]1[C:31](=[O:32])[N:12]2[C:13]([C:18]([O:20]CC3C=CC([N+]([O-])=O)=CC=3)=[O:19])=[C:14](O)[CH2:15][S:16][C@H:11]12)=[O:8].ClC(F)C(N(CC)CC)(F)[F:36]>C(Cl)Cl>[S:1]1[CH:5]=[CH:4][CH:3]=[C:2]1[CH2:6][C:7]([NH:9][CH:10]1[C:31](=[O:32])[N:12]2[C:13]([C:18]([OH:20])=[O:19])=[C:14]([F:36])[CH2:15][S:16][C@H:11]12)=[O:8]. Reported procedure: To a solution of 325 mg. (0.7 mmole) of p-nitrobenzyl 7-[2-(2-thienyl)acetamido]-3-hydroxy-3-cephem-4-carboxylate in 10 ml. of methylene chloride was slowly added an equivalent amount of N-(2-chloro-1,1,2-trifluoroethyl) diethylamine. The reaction mixture was heated for 30 minutes under gentle reflux and was then evaporated to dryness in vacuo. The residue was dissolved in a mixture of ethyl acetate-water and the organic layer was separated. The organic layer was washed with 5% hydrochloric acid... Starting materials: BrC1=NC=C(C=C1)Br (2,5-dibromopyridine), C1(CC1)CO (cyclopropylmethanol), ( b ). Product: C1(CC1)COC1=NC=C(C=C1)Br (2-(Cyclopropylmethoxy)-5-bromopyridine). As a reaction SMILES: Br[C:2]1[CH:7]=[CH:6][C:5]([Br:8])=[CH:4][N:3]=1.[CH:9]1([CH2:12][OH:13])[CH2:11][CH2:10]1>>[CH:9]1([CH2:12][O:13][C:2]2[CH:7]=[CH:6][C:5]([Br:8])=[CH:4][N:3]=2)[CH2:11][CH2:10]1. Procedure: Prepared from 2,5-dibromopyridine and cyclopropylmethanol by the method of Example 10 (b). The reactants are O=C([O-])[O-], CC(C)=O, Sc1ccccc1Cl, Clc1ccc(CCC(Cl)Cn2ccnc2)s1, [K+], [K+]. Yields the product Clc1ccc(CCC(Cn2ccnc2)Sc2ccccc2Cl)s1. As a reaction SMILES: [C:25](=[O:26])([O-:27])[O-:28].[CH3:31][C:32](=[O:33])[CH3:34].[Cl:17][c:18]1[c:19]([SH:24])[cH:20][cH:21][cH:22][cH:23]1.[Cl:1][c:2]1[cH:3][cH:4][c:5]([CH2:7][CH2:8][CH:9]([CH2:10][n:11]2[cH:12][n:13][cH:14][cH:15]2)[Cl:16])[s:6]1.[K+:29].[K+:30]>>[Cl:1][c:2]1[cH:3][cH:4][c:5]([CH2:7][CH2:8][CH:9]([CH2:10][n:11]2[cH:12][n:13][cH:14][cH:15]2)[S:24][c:19]2[c:18]([Cl:17])[cH:23][cH:22][cH:21][cH:20]2)[s:6]1. Starting materials: CCC(C)C(C(=O)OC(C)(C)C)N1CC(=O)N(Cc2csc(-c3cccnc3)n2)C1=O, ClCCl, O=C(O)C(F)(F)F. Yields the product CCC(C)C(C(=O)O)N1CC(=O)N(Cc2csc(-c3cccnc3)n2)C1=O. Reaction SMILES: [C:1]([CH3:2])([CH3:3])([CH3:4])[O:5][C:6]([CH:7]([CH:8]([CH2:9][CH3:10])[CH3:11])[N:12]1[C:13](=[O:30])[N:14]([CH2:18][c:19]2[n:20][c:21](-[c:24]3[cH:25][n:26][cH:27][cH:28][cH:29]3)[s:22][cH:23]2)[C:15](=[O:17])[CH2:16]1)=[O:31].[Cl:39][CH2:40][Cl:41].[OH:32][C:33]([C:34]([F:35])([F:36])[F:37])=[O:38]>>[O:5]=[C:6]([CH:7]([CH:8]([CH2:9][CH3:10])[CH3:11])[N:12]1[C:13](=[O:30])[N:14]([CH2:18][c:19]2[n:20][c:21](-[c:24]3[cH:25][n:26][cH:27][cH:28][cH:29]3)[s:22][cH:23]2)[C:15](=[O:17])[CH2:16]1)[OH:31].